Dataset: the Open Reaction Database (ORD), a public repository of structured organic reaction records. Task: describe an organic reaction: reactants, conditions, products, and yield RXN SMILES: [N:1]1[CH:6]=[CH:5][CH:4]=[CH:3][CH:2]=1.C(Cl)(=[O:9])C.[CH3:11][O:12][C:13]1[CH:14]=[C:15]([OH:22])[C:16](=[CH:20][CH:21]=1)[C:17](O)=[O:18].Cl.C(Cl)(=O)C(Cl)=O.C(=O)([O-])[O-].[Na+].[Na+]>C(Cl)Cl.O1CCCC1.O>[CH:6]1([N:1]([OH:9])[C:17](=[O:18])[C:16]2[CH:20]=[CH:21][C:13]([O:12][CH3:11])=[CH:14][C:15]=2[OH:22])[CH2:5][CH2:4][CH2:3][CH2:2]1 |f:5.6.7|. Reactants: acid chloride, C([O-])([O-])=O.[Na+].[Na+] (sodium carbonate), Cl (HCl), acid chloride, N1=CC=CC=C1 (Pyridine), C(C)(=O)Cl (acetyl chloride), COC=1C=C(C(C(=O)O)=CC1)O (4-methoxy salicylic acid), C(C(=O)Cl)(=O)Cl (oxalyl chloride), Cl (HCl). Reported procedure: Pyridine (2.05 mL, 25 mmol) and acetyl chloride (0.89 mL, 12.5 mmol were added to a solution of 4-methoxy salicylic acid (0.84 g, 5 mmol) in CH2Cl2 (20 mL) at 0° C. The reaction mixture was gradually warmed to room temperature over 30 min and then poured into water. The resulting biphasic mixture was further stirred for 1 h and then acidified with 1 N HCl and extracted with ethyl acetate. The crude acetoxy compound (assuming 100% conversion) obtained was then converted to the acid chloride by he... Isolated yield 79.0%. Conditions: time 1 hour. Product: C1(CCCC1)N(C(C1=C(C=C(C=C1)OC)O)=O)O (N-cyclopentyl-N,2-dihydroxy-4-methoxybenzamide). Solvent: C(Cl)Cl (CH2Cl2), O1CCCC1 (tetrahydrofuran), O (water), C(Cl)Cl (CH2Cl2), C(Cl)Cl (CH2Cl2).